This data is from the Open Reaction Database (ORD), a public repository of structured organic reaction records. The task is: describe an organic reaction: reactants, conditions, products, and yield Starting materials: CCOC(C)=O, CCN(C(C)C)C(C)C, COc1ccc(C(=O)N(C)C2CNCC2c2ccc(Cl)cc2)cc1C(F)(F)F, ClCCl, O=C(Cl)c1ccc(F)cc1. The product is COc1ccc(C(=O)N(C)C2CN(C(=O)c3ccc(F)cc3)CC2c2ccc(Cl)cc2)cc1C(F)(F)F. As a reaction SMILES: [CH3:51][CH2:52][O:53][C:54](=[O:55])[CH3:56].[CH:39]([N:40]([CH2:41][CH3:42])[CH:43]([CH3:44])[CH3:45])([CH3:46])[CH3:47].[Cl:1][c:2]1[cH:3][cH:4][c:5]([CH:8]2[CH:9]([N:13]([C:14]([c:15]3[cH:16][c:17]([C:23]([F:24])([F:25])[F:26])[c:18]([O:21][CH3:22])[cH:19][cH:20]3)=[O:27])[CH3:28])[CH2:10][NH:11][CH2:12]2)[cH:6][cH:7]1.[Cl:48][CH2:49][Cl:50].[F:29][c:30]1[cH:31][cH:32][c:33]([C:34](=[O:35])[Cl:36])[cH:37][cH:38]1>>[Cl:1][c:2]1[cH:3][cH:4][c:5]([CH:8]2[CH:9]([N:13]([C:14]([c:15]3[cH:16][c:17]([C:23]([F:24])([F:25])[F:26])[c:18]([O:21][CH3:22])[cH:19][cH:20]3)=[O:27])[CH3:28])[CH2:10][N:11]([C:34]([c:33]3[cH:32][cH:31][c:30]([F:29])[cH:38][cH:37]3)=[O:35])[CH2:12]2)[cH:6][cH:7]1. Starting materials: CC(C)=O, O=C(Cl)CCCl, Cl, Nc1ccccc1F, O, c1ccncc1. The product is O=C(CCCl)Nc1ccccc1F. As a reaction SMILES: [CH3:21][C:22](=[O:23])[CH3:24].[Cl:15][CH2:16][CH2:17][C:18](=[O:19])[Cl:20].[ClH:26].[NH2:1][c:2]1[cH:3][cH:4][cH:5][cH:6][c:7]1[F:8].[OH2:25].[cH:9]1[cH:10][cH:11][n:12][cH:13][cH:14]1>>[NH:1]([c:2]1[cH:3][cH:4][cH:5][cH:6][c:7]1[F:8])[C:18]([CH2:17][CH2:16][Cl:15])=[O:19]. The product is C1(CC1)C=1C=C(C=CC1F)NC(CC=1N(C(C=C(N1)N1CCOCC1)=O)C)=O (N-(3-cyclopropyl-4-fluorophenyl)-2-[1-methyl-4-(morpholin-4-yl)-6-oxo-1,6-dihydropyrimidin-2-yl]acetamide). The solvent is N1=CC=CC=C1 (pyridine), CN(C=O)C (N,N-dimethylformamide). Isolated yield 24.6%. Procedure: The product is prepared according to the procedure described in example 5, using 200 mg of sodium [1-methyl-4-(morpholin-4-yl)-6-oxo-1,6-dihydropyrimidin-2-yl]acetate prepared in stage 1 of example 68, 220 mg of 3-cyclopropyl-4-fluoroaniline, and 180 mg of N-[3-(dimethylamino)propyl]-N′-ethylcarbodiimide hydrochloride in a mixture of 0.12 ml of pyridine and 2.5 ml of N,N-dimethylformamide. After extractions with ethyl acetate and silica column purification, eluent 90/10 CH2Cl2/MeOH, the residue ... Starting materials: CN1C(=NC(=CC1=O)N1CCOCC1)CC(=O)[O-].[Na+] (sodium [1-methyl-4-(morpholin-4-yl)-6-oxo-1,6-dihydropyrimidin-2-yl]acetate), C1(CC1)C=1C=C(N)C=CC1F (3-cyclopropyl-4-fluoroaniline), Cl.CN(CCCN=C=NCC)C (N-[3-(dimethylamino)propyl]-N′-ethylcarbodiimide hydrochloride). RXN SMILES: [CH3:1][N:2]1[C:7](=[O:8])[CH:6]=[C:5]([N:9]2[CH2:14][CH2:13][O:12][CH2:11][CH2:10]2)[N:4]=[C:3]1[CH2:15][C:16]([O-:18])=O.[Na+].[CH:20]1([C:23]2[CH:24]=[C:25]([CH:27]=[CH:28][C:29]=2[F:30])[NH2:26])[CH2:22][CH2:21]1.Cl.CN(C)CCCN=C=NCC>N1C=CC=CC=1.CN(C)C=O>[CH:20]1([C:23]2[CH:24]=[C:25]([NH:26][C:16](=[O:18])[CH2:15][C:3]3[N:2]([CH3:1])[C:7](=[O:8])[CH:6]=[C:5]([N:9]4[CH2:10][CH2:11][O:12][CH2:13][CH2:14]4)[N:4]=3)[CH:27]=[CH:28][C:29]=2[F:30])[CH2:22][CH2:21]1 |f:0.1,3.4|. Starting materials: O=C1CCC(=O)N1Br, CCNc1ccccc1, CN(C)C=O, O. Yields the product CCNc1ccc(Br)cc1. Reaction SMILES: [Br:10][N:11]1[C:12](=[O:13])[CH2:14][CH2:15][C:16]1=[O:17].[CH2:1]([CH3:2])[NH:3][c:4]1[cH:5][cH:6][cH:7][cH:8][cH:9]1.[O:19]=[CH:20][N:21]([CH3:22])[CH3:23].[OH2:18]>>[CH2:1]([CH3:2])[NH:3][c:4]1[cH:5][cH:6][c:7]([Br:10])[cH:8][cH:9]1. The reactants are OC1=C(C=C(C=C1)Cl)NC(C1=C(C=CC(=C1)[N+](=O)[O-])F)=O (N-(2-hydroxy-5-chlorophenyl)-2-fluoro-5-nitrobenzamide), O.C1(=CC=C(C=C1)S(=O)(=O)O)C (p-toluenesulfonic acid monohydrate). The product is [N+](=O)([O-])C=1C=C(C(=CC1)F)C=1OC2=C(N1)C=C(C=C2)Cl (2-(3-Nitro-6-fluorophenyl)-5-chlorobenzoxazole). As a reaction SMILES: O[C:2]1[CH:7]=[CH:6][C:5]([Cl:8])=[CH:4][C:3]=1[NH:9][C:10](=[O:21])[C:11]1[CH:16]=[C:15]([N+:17]([O-:19])=[O:18])[CH:14]=[CH:13][C:12]=1[F:20].O.C1(C)C=CC(S(O)(=O)=O)=CC=1>>[N+:17]([C:15]1[CH:16]=[C:11]([C:10]2[O:21][C:2]3[CH:7]=[CH:6][C:5]([Cl:8])=[CH:4][C:3]=3[N:9]=2)[C:12]([F:20])=[CH:13][CH:14]=1)([O-:19])=[O:18] |f:1.2|. Reported procedure: Prepared by the method of Example 15b), from N-(2-hydroxy-5-chlorophenyl)-2-fluoro-5-nitrobenzamide (800 mg, 2.6 mmol) and p-toluenesulfonic acid monohydrate (1.17 g, 6.16 mmol) the subtitle compound was obtained (403 mg, 53%). MS m/z 291.9 (M+H)+. Starting materials: COC1=CC=C(C=C1)[C@H]1C[C@@H](N(C[C@@H]1OCC=1C=CC2=C(N(CCO2)CCCOC)C1)S(=O)(=O)C1=CC=C(C=C1)C)C[C@@H](C)O ((R)-1-[(2R,4R,5R)-4-(4-methoxy-phenyl)-5-[4-(3-methoxy-propyl)-3,4-dihydro-2H-benzo[1,4]oxazin-6-ylmethoxy]-1-(toluene-4-sulfonyl)-piperidin-2-yl]-propan-2-ol), [H-].[K+] (potassium hydride), CN(C(=O)Cl)C (N,N-dimethylcarbamoyl chloride). Run in O1CCCC1 (tetrahydrofuran), O (water). Product: COC1=CC=C(C=C1)[C@H]1C[C@@H](N(C[C@@H]1OCC=1C=CC2=C(N(CCO2)CCCOC)C1)S(=O)(=O)C1=CC=C(C=C1)C)C[C@@H](C)OC(N(C)C)=O (Dimethyl-carbamic acid (R)-2-[(2R,4R,5R)-4-(4-methoxy-phenyl)-5-[4-(3-methoxy-propyl)-3,4-dihydro-2H-benzo[1,4]oxazin-6-ylmethoxy]-1-(toluene-4-sulfonyl)-piperidin-2-yl]-1-methyl-ethyl ester). RXN SMILES: [CH3:1][O:2][C:3]1[CH:8]=[CH:7][C:6]([C@@H:9]2[C@@H:14]([O:15][CH2:16][C:17]3[CH:18]=[CH:19][C:20]4[O:25][CH2:24][CH2:23][N:22]([CH2:26][CH2:27][CH2:28][O:29][CH3:30])[C:21]=4[CH:31]=3)[CH2:13][N:12]([S:32]([C:35]3[CH:40]=[CH:39][C:38]([CH3:41])=[CH:37][CH:36]=3)(=[O:34])=[O:33])[C@@H:11]([CH2:42][C@H:43]([OH:45])[CH3:44])[CH2:10]2)=[CH:5][CH:4]=1.[H-].[K+].[CH3:48][N:49]([CH3:53])[C:50](Cl)=[O:51]>O1CCCC1.O>[CH3:1][O:2][C:3]1[CH:4]=[CH:5][C:6]([C@@H:9]2[C@@H:14]([O:15][CH2:16][C:17]3[CH:18]=[CH:19][C:20]4[O:25][CH2:24][CH2:23][N:22]([CH2:26][CH2:27][CH2:28][O:29][CH3:30])[C:21]=4[CH:31]=3)[CH2:13][N:12]([S:32]([C:35]3[CH:40]=[CH:39][C:38]([CH3:41])=[CH:37][CH:36]=3)(=[O:33])=[O:34])[C@@H:11]([CH2:42][C@H:43]([O:45][C:50](=[O:51])[N:49]([CH3:53])[CH3:48])[CH3:44])[CH2:10]2)=[CH:7][CH:8]=1 |f:1.2|. Procedure: To a solution of 100 mg of (R)-1-[(2R,4R,5R)-4-(4-methoxy-phenyl)-5-[4-(3-methoxy-propyl)-3,4-dihydro-2H-benzo[1,4]oxazin-6-ylmethoxy]-1-(toluene-4-sulfonyl)-piperidin-2-yl]-propan-2-ol (diastereomer 1) (from example 34b) in 10 ml tetrahydrofuran, are added 35 mg of potassium hydride and 0.14 ml of N,N-dimethylcarbamoyl chloride at room temperature. The reaction mixture is stirred for one additional hour, diluted with water and extracted with tert-butyl methyl ether. The combined organic phases ...